Dataset: the Open Reaction Database (ORD), a public repository of structured organic reaction records. Task: describe an organic reaction: reactants, conditions, products, and yield Starting materials: NC1=NOC(=C1)C(C)(C)C (3-amino-5-t-butylisoxazole), C(C(C)C)(=O)Cl (isobutyryl chloride). Solvent: N1=CC=CC=C1 (pyridine). The product is C(C)(C)(C)C1=CC(=NO1)NC(C(C)C)=O (N-(5-t-butyl-3-isoxazolyl)isobutyramide). Yield: 91.7%. As a reaction SMILES: [NH2:1][C:2]1[CH:6]=[C:5]([C:7]([CH3:10])([CH3:9])[CH3:8])[O:4][N:3]=1.[C:11](Cl)(=[O:15])[CH:12]([CH3:14])[CH3:13]>N1C=CC=CC=1>[C:7]([C:5]1[O:4][N:3]=[C:2]([NH:1][C:11](=[O:15])[CH:12]([CH3:14])[CH3:13])[CH:6]=1)([CH3:10])([CH3:9])[CH3:8]. Procedure details: To a solution of 3-amino-5-t-butylisoxazole (2.80 g) in pyridine (10 ml) is dropwise added isobutyryl chloride (2.34 g) keeping the mixture below 10° C. The reaction mixture is stirred with cooling for 30 minutes and at room temperature for 1 hour and evaporated to remove the pyridine. The residue is mixed with 5% hydrochloric acid solution (40 ml) and shaken with methylene chloride. The methylene chloride layer is separated, washed with saturated aqueous sodium hydrogen carbonate and water, dri... Starting materials: ClC=1N=NC(=CC1)C1=NC=CC=C1 (3-chloro-6-pyridin-2-ylpyridazine), N1CCNCC1 (piperazine). Solvent: C(C)#N (acetonitrile). Product: N1(CCNCC1)C=1N=NC(=CC1)C1=NC=CC=C1 (3-piperazin-1-yl-6-pyridin-2-yl-pyridazine). Yield: 77.0%. As a reaction SMILES: Cl[C:2]1[N:3]=[N:4][C:5]([C:8]2[CH:13]=[CH:12][CH:11]=[CH:10][N:9]=2)=[CH:6][CH:7]=1.[NH:14]1[CH2:19][CH2:18][NH:17][CH2:16][CH2:15]1>C(#N)C>[N:14]1([C:2]2[N:3]=[N:4][C:5]([C:8]3[CH:13]=[CH:12][CH:11]=[CH:10][N:9]=3)=[CH:6][CH:7]=2)[CH2:19][CH2:18][NH:17][CH2:16][CH2:15]1. Procedure details: To a solution of 3-chloro-6-pyridin-2-ylpyridazine (0.250 g, 1.300 mmol) in acetonitrile (15 mL) was added piperazine (0.335 g, 3.900 mmol) and the mixture was stirred at reflux for 4 hours. The solvent was removed in vacuo. The residue was purified by column chromatography to afford the title compound in 77% yield (0.240 g). Starting materials: O (water), C(C1=CC=CC=C1)OC1=CC=C(C=2OC3=CC=C(C=C3C(C2)=O)C(=O)O)C=C1 (4'-Benzyloxy-6-carboxyflavone), C(C)I (ethyl iodide), [H-].[Na+] (sodium hydride). Run in CN(P(=O)(N(C)C)N(C)C)C (HMPA). Conditions: time 2 hour. Product: C(C1=CC=CC=C1)OC1=CC=C(C=2OC3=CC=C(C=C3C(C2)=O)C(=O)OCC)C=C1 (4'-benzyloxy-6-ethoxycarbonylflavone). Yield: 25.0%. RXN SMILES: [CH2:1]([O:8][C:9]1[CH:28]=[CH:27][C:12]([C:13]2[O:14][C:15]3[C:20]([C:21](=[O:23])[CH:22]=2)=[CH:19][C:18]([C:24]([OH:26])=[O:25])=[CH:17][CH:16]=3)=[CH:11][CH:10]=1)[C:2]1[CH:7]=[CH:6][CH:5]=[CH:4][CH:3]=1.[H-].[Na+].[CH2:31](I)[CH3:32].O>CN(C)P(N(C)C)(N(C)C)=O>[CH2:1]([O:8][C:9]1[CH:28]=[CH:27][C:12]([C:13]2[O:14][C:15]3[C:20]([C:21](=[O:23])[CH:22]=2)=[CH:19][C:18]([C:24]([O:26][CH2:31][CH3:32])=[O:25])=[CH:17][CH:16]=3)=[CH:11][CH:10]=1)[C:2]1[CH:3]=[CH:4][CH:5]=[CH:6][CH:7]=1 |f:1.2|. Procedure details: 4'-Benzyloxy-6-carboxyflavone (1 eq.) was dissolved in HMPA (hexamethylphosphoramide), followed by the addition of sodium hydride (1.1 eq.). Thirty minutes later, ethyl iodide (2 eq.) was added, and the resulting mixture was stirred further for 2 hours at room temperature. The mixture was charged into water, followed by extraction with ethyl acetate. The organic layer was washed with water and a saturated aqueous solution of sodium chloride and then dried over anhydrous sodium sulfate. The solve... Reactants: NNC(=O)c1ccccc1, CC(=O)O, CCO, CC(=O)c1cccc(Cl)c1O. RXN SMILES: [C:12]([c:13]1[cH:14][cH:15][cH:16][cH:17][cH:18]1)(=[O:19])[NH:20][NH2:21].[CH3:22][C:23](=[O:24])[OH:25].[CH3:26][CH2:27][OH:28].[Cl:1][c:2]1[c:3]([OH:11])[c:4]([C:8]([CH3:9])=[O:10])[cH:5][cH:6][cH:7]1>>[Cl:1][c:2]1[c:3]([OH:11])[c:4]([C:8]([CH3:9])=[N:21][NH:20][C:12]([c:13]2[cH:14][cH:15][cH:16][cH:17][cH:18]2)=[O:19])[cH:5][cH:6][cH:7]1. Product: CC(=NNC(=O)c1ccccc1)c1cccc(Cl)c1O. The reactants are Cl (HCl), O=C1CNCC=2C=CC(=C3C=CN1C23)C=O (1-oxo-1,2,3,4-tetrahydro-[1,4]diazepino[6,7,1-hi]indole-7-carbaldehyde), CON (MeONH2). The solvent is CCO (EtOH), N1=CC=CC=C1 (pyridine). The product is ( E ), CON=CC1=C2C=CN3C2=C(C=C1)CNCC3=O (1-Oxo-1,2,3,4-tetrahydro-[1,4]diazepino[6,7,1-hi]indole-7-carbaldehyde O-Methyl-oxime). Isolated yield 23.0%. As a reaction SMILES: [O:1]=[C:2]1[N:13]2[C:14]3[C:10]([CH:11]=[CH:12]2)=[C:9]([CH:15]=O)[CH:8]=[CH:7][C:6]=3[CH2:5][NH:4][CH2:3]1.[CH3:17][O:18][NH2:19].Cl>CCO.N1C=CC=CC=1>[CH3:17][O:18][N:19]=[CH:15][C:9]1[CH:8]=[CH:7][C:6]2[CH2:5][NH:4][CH2:3][C:2](=[O:1])[N:13]3[C:14]=2[C:10]=1[CH:11]=[CH:12]3. Reported procedure: A solution of 1-oxo-1,2,3,4-tetrahydro-[1,4]diazepino[6,7,1-hi]indole-7-carbaldehyde (Example 45, 0.050 g, 0.234 mmol) and MeONH2. HCl (0.020 g, 0.242 mmol) in EtOH (5 mL) and pyridine (5 mL) was refluxed for 20 h. The reaction mixture was then evaporated to dryness and the residue was taken up in H2O and extracted with EtOAc several times. The combined organic layers were dried over anhydrous MgSO4, filtered and concentrated. The residue was purified by flash silica gel chromatography eluting w... The reactants are C1(=CC=CC=C1)P(C1=CC=CC=C1)C1=CC=CC=C1 (triphenylphosphine), BrN1C(CCC1=O)=O (N-bromosuccinimide), FC1=C(C=C(C=C1)C)CCCO (3-(2-fluoro-5-methylphenyl)-1-propanol). The solvent is C(Cl)Cl (methylene chloride). Reaction conditions: time 5 hour. The product is BrCCCC1=C(C=CC(=C1)C)F (1-(3-bromopropyl)-2-fluoro-5-methylbenzene). Yield: 49.7%. Reaction SMILES: [F:1][C:2]1[CH:7]=[CH:6][C:5]([CH3:8])=[CH:4][C:3]=1[CH2:9][CH2:10][CH2:11]O.C1(P(C2C=CC=CC=2)C2C=CC=CC=2)C=CC=CC=1.[Br:32]N1C(=O)CCC1=O>C(Cl)Cl>[Br:32][CH2:11][CH2:10][CH2:9][C:3]1[CH:4]=[C:5]([CH3:8])[CH:6]=[CH:7][C:2]=1[F:1]. Procedure details: Compound 45-3 (5.54 g) was dissolved in methylene chloride (30 ml), triphenylphosphine (9.49 g) and N-bromosuccinimide (6.44 g) were added under ice-cooling, and the mixture was stirred under ice-cooling for 2 hr, and at room temperature for 5 hr. The reaction mixture was washed with water and saturated brine, and dried over anhydrous magnesium sulfate. The solvent was evaporated under reduced pressure. Diethyl ether (100 ml) was added, and the precipitated triphenylphosphine oxide was filtered ...